describe an organic reaction: reactants, conditions, products, and yield From a dataset of the Open Reaction Database (ORD), a public repository of structured organic reaction records. The reactants are COc1c(Oc2c(C)cc(N(Cc3ccccc3)Cc3ccccc3)c3c2CCC3)ccc(OCc2ccccc2)c1C(C)=O, CCOCC, [Cl-], [Li]C, [NH4+], C1CCOC1. The product is COc1c(Oc2c(C)cc(N(Cc3ccccc3)Cc3ccccc3)c3c2CCC3)ccc(OCc2ccccc2)c1C(C)(C)O. RXN SMILES: [CH2:1]([c:2]1[cH:3][cH:4][cH:5][cH:6][cH:7]1)[O:8][c:9]1[cH:10][cH:11][c:12]([O:20][c:21]2[c:22]3[c:26]([c:27]([N:31]([CH2:32][c:33]4[cH:34][cH:35][cH:36][cH:37][cH:38]4)[CH2:39][c:40]4[cH:41][cH:42][cH:43][cH:44][cH:45]4)[cH:28][c:29]2[CH3:30])[CH2:25][CH2:24][CH2:23]3)[c:13]([O:18][CH3:19])[c:14]1[C:15]([CH3:16])=[O:17].[CH3:55][CH2:56][O:57][CH2:58][CH3:59].[Cl-:48].[Li:46][CH3:47].[NH4+:49].[O:50]1[CH2:51][CH2:52][CH2:53][CH2:54]1>>[CH2:1]([c:2]1[cH:3][cH:4][cH:5][cH:6][cH:7]1)[O:8][c:9]1[cH:10][cH:11][c:12]([O:20][c:21]2[c:22]3[c:26]([c:27]([N:31]([CH2:32][c:33]4[cH:34][cH:35][cH:36][cH:37][cH:38]4)[CH2:39][c:40]4[cH:41][cH:42][cH:43][cH:44][cH:45]4)[cH:28][c:29]2[CH3:30])[CH2:25][CH2:24][CH2:23]3)[c:13]([O:18][CH3:19])[c:14]1[C:15]([CH3:16])([OH:17])[CH3:47]. The reactants are C(C)O (ethanol), [Na] (sodium), C([C@@H]([C@H]([C@@H](C(=O)C(=O)O)O)O)O)O (2-keto-L-gulonic acid), Cl (hydrochloric acid). Run in CC(=O)C (acetone). Product: O=C1C(O)=C(O)[C@H](O1)[C@@H](O)CO (L-ascorbic acid). As a reaction SMILES: C(O)C.[Na].[CH2:5]([OH:17])[C@H:6]([OH:16])[C@@H:7](O)[C@H:8]([OH:14])[C:9]([C:11]([OH:13])=[O:12])=[O:10].Cl>CC(C)=O>[O:12]=[C:11]1[O:13][C@H:7]([C@H:6]([CH2:5][OH:17])[OH:16])[C:8]([OH:14])=[C:9]1[OH:10] |^1:3|. Procedure: Japanese laid-open application 58-177986 describes a process which includes the addition of ethanol and acetone to the sodium salt of 2-keto-L-gulonic acid, neutralization with hydrochloric acid, separating off the sodium chloride which is precipitated out by filtration and then holding the reaction mixture at temperatures in the range from 25° C. to 75° C., as a result of which L-ascorbic acid is obtained. Reactants: 3A, BrCCC (1-bromopropane), [H-].[Na+] (Sodium hydride), C(C)(=O)OCC (ethyl acetate), [N+](=O)([O-])C=1C=C(C(=O)C=2NC=CC2)C=CC1 (2-(3-nitrobenzoyl)pyrrole). The solvent is CN(C=O)C (dimethylformamide), CN(C=O)C (dimethylformamide), CN(C=O)C (dimethylformamide). The product is C(CC)N1C(=CC=C1)C(C1=CC(=CC=C1)[N+](=O)[O-])=O (1-propyl-2-(3'-nitrobenzoyl)pyrrole). The yield is 98.8%. As a reaction SMILES: [H-].[Na+].[N+:3]([C:6]1[CH:7]=[C:8]([CH:16]=[CH:17][CH:18]=1)[C:9]([C:11]1[NH:12][CH:13]=[CH:14][CH:15]=1)=[O:10])([O-:5])=[O:4].Br[CH2:20][CH2:21][CH3:22].C(OCC)(=O)C>CN(C)C=O>[CH2:20]([N:12]1[CH:13]=[CH:14][CH:15]=[C:11]1[C:9](=[O:10])[C:8]1[CH:16]=[CH:17][CH:18]=[C:6]([N+:3]([O-:5])=[O:4])[CH:7]=1)[CH2:21][CH3:22] |f:0.1|. Procedure: 50% Sodium hydride 4 g (160 mmol) in mineral oil was suspended, under nitrogen atmosphere, in 250 ml of anhydrous dimethylformamide. A solution of 15 g (69 mmol) of 2-(3-nitrobenzoyl)pyrrole, prepared, for example, as described in Preparation 3A, in 50 ml of anhydrous dimethylformamide was added thereto, at room temperature, in a dropwise fashion and under stirring. The resulting mixture was stirred for 12 additional hours and then a solution of 18 ml (197 mmol) of 1-bromopropane in 50 ml of dry... Procedure: 5.0 g (19.0 mmol) of 5-methoxy-3-methoxycarbonyl-2-methoxymethyl -1-methylindole obtained in Example 2 or 4 was dissolved in 200 ml of anhydrous toluene, followed by the addition of 4.94 g (20.9 mmol) of DDQ and subsequent 2 hours of heating under reflux. After cooling the reaction mixture and removing impurities by filtration, the organic layer was washed with water and saturated sodium chloride aqueous solution and then dried over anhydrous magnesium sulfate. After anhydrous magnesium sulfate ... Yield: 72.0%. Run in C1(=CC=CC=C1)C (toluene). The reactants are COC=1C=C2C(=C(N(C2=CC1)C)COC)C(=O)OC (5-Methoxy-3-methoxycarbonyl-2-methoxymethyl-1-methylindole), C(#N)C1=C(C(=O)C(=C(C1=O)Cl)Cl)C#N (DDQ). RXN SMILES: [CH3:1][O:2][C:3]1[CH:4]=[C:5]2[C:9](=[CH:10][CH:11]=1)[N:8]([CH3:12])[C:7]([CH2:13][O:14]C)=[C:6]2[C:16]([O:18][CH3:19])=[O:17].C(C1C(=O)C(Cl)=C(Cl)C(=O)C=1C#N)#N>C1(C)C=CC=CC=1>[CH:13]([C:7]1[N:8]([CH3:12])[C:9]2[C:5]([C:6]=1[C:16]([O:18][CH3:19])=[O:17])=[CH:4][C:3]([O:2][CH3:1])=[CH:11][CH:10]=2)=[O:14]. Product: C(=O)C=1N(C2=CC=C(C=C2C1C(=O)OC)OC)C (2-Formyl-5-methoxy-3-methoxycarbonyl-1-methylindole). Reactants: FC(F)(F)c1cc(Cl)c2ccc(Cl)cc2n1, N, C1COCCO1. Product: Nc1cc(C(F)(F)F)nc2cc(Cl)ccc12. RXN SMILES: [Cl:1][c:2]1[cH:3][c:4]([C:13]([F:14])([F:15])[F:16])[n:5][c:6]2[cH:7][c:8]([Cl:12])[cH:9][cH:10][c:11]12.[NH3:17].[O:18]1[CH2:19][CH2:20][O:21][CH2:22][CH2:23]1>>[c:2]1([NH2:17])[cH:3][c:4]([C:13]([F:14])([F:15])[F:16])[n:5][c:6]2[cH:7][c:8]([Cl:12])[cH:9][cH:10][c:11]12. Yields the product COc1ccc2ccn(Cc3cc(F)cc(F)c3)c2c1. RXN SMILES: [CH3:1][O:2][c:3]1[cH:4][cH:5][c:6]2[cH:7][cH:8][nH:9][c:10]2[cH:11]1.[CH3:24][CH2:25][O:26][C:27](=[O:28])[CH3:29].[F:14][c:15]1[cH:16][c:17]([CH2:18][Br:19])[cH:20][c:21]([F:23])[cH:22]1.[H-:13].[Na+:12].[O:30]=[CH:31][N:32]([CH3:33])[CH3:34]>>[CH3:1][O:2][c:3]1[cH:4][cH:5][c:6]2[cH:7][cH:8][n:9]([CH2:18][c:17]3[cH:16][c:15]([F:14])[cH:22][c:21]([F:23])[cH:20]3)[c:10]2[cH:11]1. Starting materials: COc1ccc2cc[nH]c2c1, CCOC(C)=O, Fc1cc(F)cc(CBr)c1, [H-], [Na+], CN(C)C=O. Reactants: H2WO4, CSC1=CC=C(C=C1)O (4-methylsulfanyl-phenol), OO (H2O2), [OH-].[Na+] (NaOH), OS(=O)[O-].[Na+] (NaHSO3). Solvent: O (H2O), C(Cl)Cl (Methylene chloride), O (H2O). Conditions: temperature 65 celsius, time 1 hour. Yields the product CS(=O)C1=CC=C(C=C1)O (4-methanesulfinyl-phenol), CS(=O)(=O)C1=CC=C(C=C1)O (4-methanesulfonyl-phenol). The yield is 30.0%. Reaction SMILES: [OH-:1].[Na+].[CH3:3][S:4][C:5]1[CH:10]=[CH:9][C:8]([OH:11])=[CH:7][CH:6]=1.[OH:12]O.[OH:14]S([O-])=O.[Na+]>O.C(Cl)Cl>[CH3:3][S:4]([C:5]1[CH:10]=[CH:9][C:8]([OH:11])=[CH:7][CH:6]=1)=[O:14].[CH3:3][S:4]([C:5]1[CH:10]=[CH:9][C:8]([OH:11])=[CH:7][CH:6]=1)(=[O:12])=[O:1] |f:0.1,4.5|. Procedure details: H2WO4 (0.029 g, 0.114 mmol) was stirred in H2O (10 ml). 50% NaOH (0.040 ml) was first added (pH>12) and then ACOH (0.040 ml) to reach pH 5. 4-methylsulfanyl-phenol (4 g, 0.029 mol) was added and the reaction mixture was heated to 65° C. 30% H2O2 in H2O (3 ml) was added in portions over 10 minutes. The reaction mixture was allowed to stir at room temperature for 1 h. 50% NaHSO3 was added to quench the reaction. Methylene chloride was added and the compound was washed with brine and purified by ch...